From a dataset of the Open Reaction Database (ORD), a public repository of structured organic reaction records. describe an organic reaction: reactants, conditions, products, and yield Reactants: C(C1=CC=CC=C1)OC=1C=C2C=3C(=C(N=CC3N(C2=CC1)S(=O)(=O)C1=CC=C(C)C=C1)C(CBr)=O)COC (6-benzyloxy-3-bromoacetyl-4-methoxymethyl-9-tosyl-β-carboline), C(C)(=S)N (thioacetamide). Solvent: C(C)O (ethanol). Product: C(C1=CC=CC=C1)OC=1C=C2C=3C(=C(N=CC3N(C2=CC1)S(=O)(=O)C1=CC=C(C)C=C1)C=1N=C(SC1)C)COC (6-benzyloxy-4-methoxymethyl-3-(2-methyl-4-thiazolyl)-9-tosyl-β-carboline). The yield is 51105.6%. RXN SMILES: [CH2:1]([O:8][C:9]1[CH:10]=[C:11]2[C:19](=[CH:20][CH:21]=1)[N:18]([S:22]([C:25]1[CH:31]=[CH:30][C:28]([CH3:29])=[CH:27][CH:26]=1)(=[O:24])=[O:23])[C:17]1[CH:16]=[N:15][C:14]([C:32](=O)[CH2:33]Br)=[C:13]([CH2:36][O:37][CH3:38])[C:12]2=1)[C:2]1[CH:7]=[CH:6][CH:5]=[CH:4][CH:3]=1.[C:39]([NH2:42])(=[S:41])[CH3:40]>C(O)C>[CH2:1]([O:8][C:9]1[CH:10]=[C:11]2[C:19](=[CH:20][CH:21]=1)[N:18]([S:22]([C:25]1[CH:31]=[CH:30][C:28]([CH3:29])=[CH:27][CH:26]=1)(=[O:23])=[O:24])[C:17]1[CH:16]=[N:15][C:14]([C:32]3[N:42]=[C:39]([CH3:40])[S:41][CH:33]=3)=[C:13]([CH2:36][O:37][CH3:38])[C:12]2=1)[C:2]1[CH:3]=[CH:4][CH:5]=[CH:6][CH:7]=1. Reported procedure: 0.530 g of 6-benzyloxy-3-bromoacetyl-4-methoxymethyl-9-tosyl-β-carboline is refluxed for 3 hours in 50 ml of ethanol with 0.07 g of thioacetamide. After concentration by evaporation the residue is chromatographed on silica gel with cyclohexane and ethyl acetate=1+1 as eluant. 0,260 g of 6-benzyloxy-4-methoxymethyl-3-(2-methyl-4-thiazolyl)-9-tosyl-β-carboline of a melting point 181°-182° C. is obtained. Reactants: Cl.NO (hydroxylamine hydrochloride), ClC=1C=C(C=CC1S(=O)(=O)C)[C@H](C(=O)NC1=NC=C(N=C1)C)CC1CCC(CC1)=O (2(R)-(3-chloro-4-methanesulfonyl-phenyl)-N-(5-methyl-pyrazin-2-yl)-3-(4-oxo-cyclohexyl)-propionamide). The solvent is CO (methanol), N1=C(C=CC=C1C)C (2,6-lutidine). Conditions: temperature 25 celsius, time 30 minute. The product is hexanes ethyl acetate, ClC=1C=C(C=CC1S(=O)(=O)C)[C@H](C(=O)NC1=NC=C(N=C1)C)CC1CCC(CC1)=NO (2(R)-(3-chloro-4-methanesulfonyl-phenyl)-3-(4-hydroxyimino-cyclohexyl)-N-(5-methyl-pyrazin-2-yl)-propionamide). Yield: 244.4%. As a reaction SMILES: Cl.[NH2:2][OH:3].[Cl:4][C:5]1[CH:6]=[C:7]([C@@H:15]([CH2:26][CH:27]2[CH2:32][CH2:31][C:30](=O)[CH2:29][CH2:28]2)[C:16]([NH:18][C:19]2[CH:24]=[N:23][C:22]([CH3:25])=[CH:21][N:20]=2)=[O:17])[CH:8]=[CH:9][C:10]=1[S:11]([CH3:14])(=[O:13])=[O:12]>CO.N1C(C)=CC=CC=1C>[Cl:4][C:5]1[CH:6]=[C:7]([C@@H:15]([CH2:26][CH:27]2[CH2:32][CH2:31][C:30](=[N:2][OH:3])[CH2:29][CH2:28]2)[C:16]([NH:18][C:19]2[CH:24]=[N:23][C:22]([CH3:25])=[CH:21][N:20]=2)=[O:17])[CH:8]=[CH:9][C:10]=1[S:11]([CH3:14])(=[O:13])=[O:12] |f:0.1|. Procedure details: A solution of hydroxylamine hydrochloride (17.0 mg, 0.24 mmol) in methanol (0.5 mL) and 2,6-lutidine (0.5 mL) was treated with 2(R)-(3-chloro-4-methanesulfonyl-phenyl)-N-(5-methyl-pyrazin-2-yl)-3-(4-oxo-cyclohexyl)-propionamide (prepared as in Example 62, 34 mg, 0.066 mmol). The reaction mixture was stirred at 25° C. for 30 min and was then concentrated in vacuo to remove methanol. The resulting residue was suspended in ethyl acetate (10 mL), washed with water 1×5 mL), dried over magnesium sulfa... Reactants: Cl.C1(=CC=C(C=C1)C12CNCC2C1)C (1-(p-tolyl)-3-azabicyclo[3.1.0]hexane hydrochloride), C=O (formaldehyde), [OH-].[Na+] (sodium hydroxide), O (water), [OH-].[Na+] (sodium hydroxide). Run in C(=O)O (formic acid). The product is Cl.CN1CC2(CC2C1)C1=CC=C(C=C1)C (3-methyl-1-(p-tolyl)-3-azabicyclo[3.1.0]hexane hydrochloride). As a reaction SMILES: [ClH:1].[C:2]1([CH3:14])[CH:7]=[CH:6][C:5]([C:8]23[CH2:13][CH:12]2[CH2:11][NH:10][CH2:9]3)=[CH:4][CH:3]=1.O.[OH-].[Na+].[CH2:18]=O>C(O)=O>[ClH:1].[CH3:18][N:10]1[CH2:11][CH:12]2[C:8]([C:5]3[CH:4]=[CH:3][C:2]([CH3:14])=[CH:7][CH:6]=3)([CH2:13]2)[CH2:9]1 |f:0.1,3.4,7.8|. Procedure details: A mixture of 4.19 g. of 1-(p-tolyl)-3-azabicyclo[3.1.0]hexane hydrochloride and 20 ml. of water is made basic with sodium hydroxide. This mixture is extracted with ether and the ether is evaporated to give an oil. This oil is combined with 40 ml. of 97% formic acid and 35 ml. of 37% formaldehyde and the solution is heated on a steam bath for 2 hours. The solution is cooled, made basic with sodium hydroxide and extracted with ether. The extract is dried over magnesium sulfate, filtered, and the f... Starting materials: NC=1SC2=C(N1)C(=CC=C2C2=CC=CC=C2)OC (2-amino-4-methoxy-7-phenyl-benzothiazole), C1=CC(=CN=C1)N=C=S (pyridine-3-isothiocyanate). Solvent: O1CCOCC1 (dioxane). Run at temperature 100 celsius. The product is COC1=CC=C(C2=C1N=C(S2)NC(=S)NC=2C=NC=CC2)C2=CC=CC=C2 (1-(4-Methoxy-7-phenyl-benzothiazol-2-yl)-3-pyridin-3-yl-thiourea). RXN SMILES: [NH2:1][C:2]1[S:3][C:4]2[C:10]([C:11]3[CH:16]=[CH:15][CH:14]=[CH:13][CH:12]=3)=[CH:9][CH:8]=[C:7]([O:17][CH3:18])[C:5]=2[N:6]=1.[CH:19]1[CH:24]=[N:23][CH:22]=[C:21]([N:25]=[C:26]=[S:27])[CH:20]=1>O1CCOCC1>[CH3:18][O:17][C:7]1[C:5]2[N:6]=[C:2]([NH:1][C:26]([NH:25][C:21]3[CH:22]=[N:23][CH:24]=[CH:19][CH:20]=3)=[S:27])[S:3][C:4]=2[C:10]([C:11]2[CH:16]=[CH:15][CH:14]=[CH:13][CH:12]=2)=[CH:9][CH:8]=1. Reported procedure: To a stirred solution of 2-amino-4-methoxy-7-phenyl-benzothiazole (80 mg, 0.3 mmol) in dioxane (3 ml) was added pyridine-3-isothiocyanate (64 mg, 0.47 mmol) and the mixture heated to 100° C. for 69 h. After cooling to r.t. the resulting yellow suspension was filtered, washed with ether (5 ml) and dried under vacuum (0.05 mmHg, 50° C., to afford the title compound as a; light yellow solid (98 mg, 80% yield), MS: m/e=393.1 (M+H+).